From a dataset of the Open Reaction Database (ORD), a public repository of structured organic reaction records. describe an organic reaction: reactants, conditions, products, and yield The reactants are [Cl-].[Li+] (lithium chloride), C=O (paraformaldehyde), C(C)OP(=O)(OCC)C(C(=O)OCC)CC1=CC=CC2=CC=CC=C12 (ethyl 2-diethylphosphono-3-(1-naphthyl)propionate), C1CCC2=NCCCN2CC1 (DBU). Run in C1CCOC1 (THF), C1CCOC1 (THF), C1CCOC1 (THF). Reaction conditions: time 3 hour. Yields the product C1(=CC=CC2=CC=CC=C12)CC(C(=O)OCC)=C (ethyl 2-(1-naphthyl)methyl-2-propenoate). As a reaction SMILES: [Cl-].[Li+].C(OP([CH:11]([CH2:17][C:18]1[C:27]2[C:22](=[CH:23][CH:24]=[CH:25][CH:26]=2)[CH:21]=[CH:20][CH:19]=1)[C:12]([O:14][CH2:15][CH3:16])=[O:13])(OCC)=O)C.[CH2:28]1CCN2C(=NCCC2)CC1.C=O>C1COCC1>[C:18]1([CH2:17][C:11](=[CH2:28])[C:12]([O:14][CH2:15][CH3:16])=[O:13])[C:27]2[C:22](=[CH:23][CH:24]=[CH:25][CH:26]=2)[CH:21]=[CH:20][CH:19]=1 |f:0.1|. Procedure: 1.92 g of lithium chloride was suspended in 50 ml of dry THF, and 15 g of ethyl 2-diethylphosphono-3-(1-naphthyl)propionate was dropwise added thereto. Then, 16 ml of a 50% dry THF solution of DBU was dropwise added thereto, and 2.01 g of paraformaldehyde suspended in dry THF was added thereto. The mixture was stirred at room temperature for 3 hours, and the insolubles were removed by filtration and washed with a small amount of diethyl ether. The washing solution and and the filtrate were put t... The reactants are CC(=O)[O-], O=CO, Cc1ccc(COc2ccnc(Cl)c2)cn1, [NH4+], O. The product is Cc1ccc(COc2cc[nH]c(=O)c2)cn1. Reaction SMILES: [CH3:18][C:19]([O-:20])=[O:21].[CH:22]([OH:23])=[O:24].[Cl:1][c:2]1[n:3][cH:4][cH:5][c:6]([O:8][CH2:9][c:10]2[cH:11][n:12][c:13]([CH3:16])[cH:14][cH:15]2)[cH:7]1.[NH4+:17].[OH2:25]>>[c:2]1(=[O:20])[nH:3][cH:4][cH:5][c:6]([O:8][CH2:9][c:10]2[cH:11][n:12][c:13]([CH3:16])[cH:14][cH:15]2)[cH:7]1. RXN SMILES: [C:1]([CH:4]1[CH2:15][CH2:14][CH2:13][CH2:12][CH2:11][CH2:10][CH2:9][CH2:8][CH2:7][CH2:6][C:5]1([CH:17]=[CH2:18])[OH:16])([CH3:3])=[CH2:2].C(OCC)C>O1CCCC1>[CH3:3][C:1]1[CH2:2][CH2:18][CH2:17][C:5](=[O:16])[CH2:6][CH2:7][CH2:8][CH2:9][CH2:10][CH2:11][CH2:12][CH2:13][CH2:14][CH2:15][CH:4]=1. The solvent is O1CCCC1 (tetrahydrofuran). Reported procedure: A mixture of 2-isopropenyl-1-vinylcyclododecan-1-ol (0.100 g; 0.4.10-3 mol) and dichloro-bis-(benzonitrile)-palladium(II) (0.007 g; 0.018.10-3 mol) in tetrahydrofuran (5 cc) is kept at a temperature of the order of 20° C. under an inert atmosphere. After a reaction time of 6 hours, diethyl ether (75 cc) is added and the mixture is then washed with water (5×15 cc). After drying over magnesium sulphate, filtration and evaporation of the solvent under reduced pressure (20 mm Hg; 2.7 kPa), 5-methylc... Yields the product CC=1CCCC(CCCCCCCCCCC1)=O (5-methylcyclohexadec-5-en-1-one). Reactants: C(=C)(C)C1C(CCCCCCCCCC1)(O)C=C (2-isopropenyl-1-vinylcyclododecan-1-ol), dichloro-bis-(benzonitrile) palladium(II), C(C)OCC (diethyl ether). The reactants are CC1=C(N=CN1)CSCC/N=C(\NC)/NC#N (cimetidine), C(\C=C\C1=CC(O)=C(O)C=C1)(=O)O (caffeic acid). Run in ClCCl (dichloromethane). Conditions: time 2 hour. Product: CC1=C(N=CN1)CSCC/N=C(\NC)/NC#N.C(\C=C\C1=CC(O)=C(O)C=C1)(=O)[O-] (Cimetidine caffeate). RXN SMILES: [CH3:1][C:2]1[NH:6][CH:5]=[N:4][C:3]=1[CH2:7][S:8][CH2:9][CH2:10]/[N:11]=[C:12](/[NH:15][C:16]#[N:17])\[NH:13][CH3:14].[C:18]([OH:30])(=[O:29])/[CH:19]=[CH:20]/[C:21]1[CH:28]=[CH:27][C:25]([OH:26])=[C:23]([OH:24])[CH:22]=1>ClCCl>[CH3:1][C:2]1[NH:6][CH:5]=[N:4][C:3]=1[CH2:7][S:8][CH2:9][CH2:10]/[N:11]=[C:12](/[NH:15][C:16]#[N:17])\[NH:13][CH3:14].[C:18]([O-:30])(=[O:29])/[CH:19]=[CH:20]/[C:21]1[CH:28]=[CH:27][C:25]([OH:26])=[C:23]([OH:24])[CH:22]=1 |f:3.4|. Reported procedure: A mixture of 1.26 g (0.5 cmole) cimetidine and 0.95 g (0.5 cmole) of caffeic acid (97%) were suspended in 12 ml of dichloromethane. The mixture was stirred for 2 hours at room temperature, followed by filtration and washing with dichloromethane. Dry weight: 2.17 g. Quantitative yield. M.p.: 126°-130° C. IR FIG. 1. Reactants: C[Zn+], [Cl-], O=[N+]([O-])c1cccnc1Cl, C1CCOC1, O, c1ccc(P(c2ccccc2)(c2ccccc2)[Pd](P(c2ccccc2)(c2ccccc2)c2ccccc2)(P(c2ccccc2)(c2ccccc2)c2ccccc2)P(c2ccccc2)(c2ccccc2)c2ccccc2)cc1. Yields the product Cc1ncccc1[N+](=O)[O-]. RXN SMILES: [CH3:12][Zn+:13].[Cl-:11].[Cl:1][c:2]1[n:3][cH:4][cH:5][cH:6][c:7]1[N+:8](=[O:9])[O-:10].[O:15]1[CH2:16][CH2:17][CH2:18][CH2:19]1.[OH2:14].[cH:20]1[cH:21][cH:22][c:23]([P:24]([Pd:25]([P:26]([c:27]2[cH:28][cH:29][cH:30][cH:31][cH:32]2)([c:33]2[cH:34][cH:35][cH:36][cH:37][cH:38]2)[c:39]2[cH:40][cH:41][cH:42][cH:43][cH:44]2)([P:45]([c:46]2[cH:47][cH:48][cH:49][cH:50][cH:51]2)([c:52]2[cH:53][cH:54][cH:55][cH:56][cH:57]2)[c:58]2[cH:59][cH:60][cH:61][cH:62][cH:63]2)[P:64]([c:65]2[cH:66][cH:67][cH:68][cH:69][cH:70]2)([c:71]2[cH:72][cH:73][cH:74][cH:75][cH:76]2)[c:77]2[cH:78][cH:79][cH:80][cH:81][cH:82]2)([c:83]2[cH:84][cH:85][cH:86][cH:87][cH:88]2)[c:89]2[cH:90][cH:91][cH:92][cH:93][cH:94]2)[cH:95][cH:96]1>>[c:2]1([CH3:12])[n:3][cH:4][cH:5][cH:6][c:7]1[N+:8](=[O:9])[O-:10]. Starting materials: S(=O)(=O)(C1=CC=C(C)C=C1)N1C=CC2=C1N=CC=1N2C(=NN1)[C@H]1C[C@@H](CC1)N ((1R,3R)-3-(6-tosyl-6H-pyrrolo[2,3-e][1,2,4]triazolo[4,3-a]pyrazin-1-yl)cyclopentanamine), O=O (oxygen), O=O (oxygen), ( Å ), C1(=CC=CC=C1)B(O)O (phenylboronic acid). Reagents/catalysts: O.C(C)(=O)O[Cu]OC(C)=O (diacetoxycopper monohydrate), O.C(C)(=O)O[Cu]OC(C)=O (diacetoxycopper monohydrate). Solvent: C(Cl)Cl (DCM), CC#N (MeCN), C(Cl)Cl (DCM), C(Cl)Cl (DCM). Reaction conditions: temperature 40 celsius, time 10 minute. The product is S(=O)(=O)(C1=CC=C(C)C=C1)N1C=CC2=C1N=CC=1N2C(=NN1)[C@H]1C[C@@H](CC1)NC1=CC=CC=C1 (N-((1R,3R)-3-(6-tosyl-6H-pyrrolo[2,3-e][1,2,4]triazolo[4,3-a]pyrazin-1-yl)cyclopentyl)aniline). Yield: 44.9%. RXN SMILES: [C:1]1(B(O)O)[CH:6]=[CH:5][CH:4]=[CH:3][CH:2]=1.[S:10]([N:20]1[C:24]2[N:25]=[CH:26][C:27]3[N:28]([C:29]([C@@H:32]4[CH2:36][CH2:35][C@@H:34]([NH2:37])[CH2:33]4)=[N:30][N:31]=3)[C:23]=2[CH:22]=[CH:21]1)([C:13]1[CH:19]=[CH:18][C:16]([CH3:17])=[CH:15][CH:14]=1)(=[O:12])=[O:11].O=O>C(Cl)Cl.CC#N.O.C(O[Cu]OC(=O)C)(=O)C>[S:10]([N:20]1[C:24]2[N:25]=[CH:26][C:27]3[N:28]([C:29]([C@@H:32]4[CH2:36][CH2:35][C@@H:34]([NH:37][C:1]5[CH:6]=[CH:5][CH:4]=[CH:3][CH:2]=5)[CH2:33]4)=[N:30][N:31]=3)[C:23]=2[CH:22]=[CH:21]1)([C:13]1[CH:19]=[CH:18][C:16]([CH3:17])=[CH:15][CH:14]=1)(=[O:12])=[O:11] |f:5.6|. Procedure: A 100 mL round bottom flask was sequentially charged with phenylboronic acid (0.123 g, 1.01 mmol), diacetoxycopper monohydrate (0.010 g, 0.05 mmol), powdered 4 {acute over (Å)} molecular sieves (0.375 g) and DCM (4 mL). The reaction mixture was stirred for about 10 min then a suspension of (1R,3R)-3-(6-tosyl-6H-pyrrolo[2,3-e][1,2,4]triazolo[4,3-a]pyrazin-1-yl)cyclopentanamine (0.20 g, 0.50 mmol) in DCM (2 mL) and MeCN (2 mL) was added. The flask was fitted with an oxygen balloon. The flask was p...